This data is from the Open Reaction Database (ORD), a public repository of structured organic reaction records. The task is: describe an organic reaction: reactants, conditions, products, and yield Reactants: BrC1=C2C=NNC2=CC(=C1)C(F)(F)F (4-bromo-6-(trifluoromethyl)-1H-indazole), COC1=NC=C(C=N1)B(O)O ((2-methoxypyrimidin-5-yl)boronic acid), C(=O)(O)[O-].[Na+] (NaHCO3). The reagents and catalysts are C1=CC=C(C=C1)P([C-]2C=CC=C2)C3=CC=CC=C3.C1=CC=C(C=C1)P([C-]2C=CC=C2)C3=CC=CC=C3.Cl[Pd]Cl.[Fe+2] (PdCl2(dppf)). The solvent is O1CCOCC1 (dioxane). Run at temperature 140 celsius. The product is C(=O)(C(F)(F)F)O (TFA), COC1=NC=C(C=N1)C1=C2C=NNC2=CC(=C1)C(F)(F)F (4-(2-methoxypyrimidin-5-yl)-6-(trifluoromethyl)-1H-indazole). Isolated yield 39.0%. Reaction SMILES: Br[C:2]1[CH:10]=[C:9]([C:11]([F:14])([F:13])[F:12])[CH:8]=[C:7]2[C:3]=1[CH:4]=[N:5][NH:6]2.[CH3:15][O:16][C:17]1[N:22]=[CH:21][C:20](B(O)O)=[CH:19][N:18]=1.[C:26]([O-:29])(O)=[O:27].[Na+]>O1CCOCC1.C1C=CC(P(C2C=CC=CC=2)[C-]2C=CC=C2)=CC=1.C1C=CC(P(C2C=CC=CC=2)[C-]2C=CC=C2)=CC=1.Cl[Pd]Cl.[Fe+2]>[C:26]([OH:29])([C:11]([F:14])([F:13])[F:12])=[O:27].[CH3:15][O:16][C:17]1[N:22]=[CH:21][C:20]([C:2]2[CH:10]=[C:9]([C:11]([F:14])([F:13])[F:12])[CH:8]=[C:7]3[C:3]=2[CH:4]=[N:5][NH:6]3)=[CH:19][N:18]=1 |f:2.3,5.6.7.8|. Procedure: A vial was charged with a mixture of 4-bromo-6-(trifluoromethyl)-1H-indazole (0.1 g, 0.377 mmol), (2-methoxypyrimidin-5-yl)boronic acid (0.076 g, 0.491 mmol) and PdCl2(dppf) (0.014 g, 0.019 mmol) in dioxane (8 mL) and aqueous saturated NaHCO3 (2 mL). The resulting light brown suspension was heated at 140° C. for 45 minutes in a microwave reactor. The reaction mixture was subsequently concentrated and the crude residue was purified by preparative HPLC, eluting with a gradient of 35-40% ACN (conta...